From a dataset of the Open Reaction Database (ORD), a public repository of structured organic reaction records. describe an organic reaction: reactants, conditions, products, and yield Starting materials: ClC=1C(=C(C(=O)O)C(=C(C1F)F)C)F (3-chloro-2,4,5-trifluoro-6-methylbenzoic acid), C(C(=O)Cl)(=O)Cl (oxalyl chloride). Yields the product ClC=1C(=C(C(=O)Cl)C(=C(C1F)F)C)F (3-Chloro-2,4,5-Trifluoro-6-methylbenzoyl chloride). RXN SMILES: [Cl:1][C:2]1[C:3]([F:14])=[C:4]([C:8]([CH3:13])=[C:9]([F:12])[C:10]=1[F:11])[C:5](O)=[O:6].C(Cl)(=O)C([Cl:18])=O>>[Cl:1][C:2]1[C:3]([F:14])=[C:4]([C:8]([CH3:13])=[C:9]([F:12])[C:10]=1[F:11])[C:5]([Cl:18])=[O:6]. Procedure details: The title compound was prepared from 3-chloro-2,4,5-trifluoro-6-methylbenzoic acid and oxalyl chloride following the same procedure used in Example F. Starting materials: CCO, [Na+], O, [SH-], BrCCCc1ccccc1. The product is SCCCc1ccccc1. Reaction SMILES: [CH3:14][CH2:15][OH:16].[Na+:12].[OH2:13].[SH-:11].[c:1]1([CH2:7][CH2:8][CH2:9][Br:10])[cH:2][cH:3][cH:4][cH:5][cH:6]1>>[c:1]1([CH2:7][CH2:8][CH2:9][SH:11])[cH:2][cH:3][cH:4][cH:5][cH:6]1. The reactants are BrC1=CC(=C(N)C(=C1)[N+](=O)[O-])[N+](=O)[O-] (4-Bromo-2,6-dinitroaniline), resultant mixture, N1=CC(=CC=C1)B(O)O (pyridine 3-boronic acid). The solvent is COCCOC (1,2-dimethoxyethane), C(O)([O-])=O.[Na+] (sodium hydrogen carbonate), C(O)([O-])=O.[Na+] (sodium hydrogen carbonate). Yields the product [N+](=O)([O-])C1=C(N)C(=CC(=C1)C=1C=NC=CC1)[N+](=O)[O-] (2,6-Dinitro-4-pyridin-3-yl-aniline), solid. Yield: 49.0%. As a reaction SMILES: Br[C:2]1[CH:8]=[C:7]([N+:9]([O-:11])=[O:10])[C:5]([NH2:6])=[C:4]([N+:12]([O-:14])=[O:13])[CH:3]=1.[N:15]1[CH:20]=[CH:19][CH:18]=[C:17](B(O)O)[CH:16]=1>COCCOC.C(=O)([O-])O.[Na+]>[N+:9]([C:7]1[CH:8]=[C:2]([C:17]2[CH:16]=[N:15][CH:20]=[CH:19][CH:18]=2)[CH:3]=[C:4]([N+:12]([O-:14])=[O:13])[C:5]=1[NH2:6])([O-:11])=[O:10] |f:3.4|. Procedure details: A stirred solution of 4-Bromo-2,6-dinitroaniline (3 g, 11.45 mmol) in 1,2-dimethoxyethane (83 ml) was purged with nitrogen for 15 min and treated with aqueous sodium hydrogen carbonate solution (1M, 22.8 ml) followed by pyridine 3-boronic acid (2.1 g, 17.17 mmol) and 1,1-bis-(diphenylphosphino)ferrocene palladium (II) chloride complex (0.94 g, 1.15 mmol). The resultant mixture was boiled under reflux in a nitrogen atmosphere for 18 h. After cooling to ambient temperature, the dark mixture was di...